This data is from the Open Reaction Database (ORD), a public repository of structured organic reaction records. The task is: describe an organic reaction: reactants, conditions, products, and yield Reactants: ClCCCBr, C1CCOC1, COC(=O)Cl, O=C1CCC2COC(c3ccccc3)N12. Product: COC(=O)C1(CCCCl)CC2COC(c3ccccc3)N2C1=O. As a reaction SMILES: [Br:21][CH2:22][CH2:23][CH2:24][Cl:25].[CH2:26]1[O:27][CH2:28][CH2:29][CH2:30]1.[Cl:16][C:17](=[O:18])[O:19][CH3:20].[c:1]1([CH:7]2[O:8][CH2:9][CH:10]3[N:11]2[C:12](=[O:15])[CH2:13][CH2:14]3)[cH:2][cH:3][cH:4][cH:5][cH:6]1>>[c:1]1([CH:7]2[O:8][CH2:9][CH:10]3[N:11]2[C:12](=[O:15])[C:13]([C:17](=[O:18])[O:19][CH3:20])([CH2:22][CH2:23][CH2:24][Cl:25])[CH2:14]3)[cH:2][cH:3][cH:4][cH:5][cH:6]1. The reactants are BrC=1C(=NC=C(N1)C1CCNCC1)N (3-bromo-5-(piperidin-4-yl)pyrazin-2-amine), CCN(C(C)C)C(C)C (DIEA), ClC(=O)OC (methyl chloroformate). Solvent: C(Cl)Cl (DCM). Conditions: time 30 minute. Yields the product NC=1N=CC(=NC1Br)C1CCN(CC1)C(=O)OC (methyl 4-(5-amino-6-bromopyrazin-2-yl)piperidine-1-carboxylate). RXN SMILES: [Br:1][C:2]1[C:3]([NH2:14])=[N:4][CH:5]=[C:6]([CH:8]2[CH2:13][CH2:12][NH:11][CH2:10][CH2:9]2)[N:7]=1.CCN(C(C)C)C(C)C.Cl[C:25]([O:27][CH3:28])=[O:26]>C(Cl)Cl>[NH2:14][C:3]1[N:4]=[CH:5][C:6]([CH:8]2[CH2:9][CH2:10][N:11]([C:25]([O:27][CH3:28])=[O:26])[CH2:12][CH2:13]2)=[N:7][C:2]=1[Br:1]. Procedure details: To a solution of 3-bromo-5-(piperidin-4-yl)pyrazin-2-amine (60 mg, 0.233 mmol) in DCM (2 mL) in ice bath was added DIEA (408 μl, 2.333 mmol) and methyl chloroformate (18.07 μl, 0.233 mmol). The reaction mixture was stirred under ice bath for 30 min. The reaction mixture was partitioned between DCM and water. The organic layer was separated and washed with brine, dried over sodium sulfate, filtered off, and evaporated in vacuo. The crude methyl 4-(5-amino-6-bromopyrazin-2-yl)piperidine-1-carboxyl... The reactants are CC(C)CCC(c1ccc(I)cc1)N1CCC(C(C)C(=O)[O-])CC1c1ccc(C(F)(F)F)cc1, CO. The product is CC(C)CCC(c1ccc(I)cc1)N1CCC(CC(=O)O)CC1c1ccc(C(F)(F)F)cc1. RXN SMILES: [CH3:1][CH:2]([C:3](=[O:4])[O-:5])[CH:6]1[CH2:7][CH:8]([c:25]2[cH:26][cH:27][c:28]([C:31]([F:32])([F:33])[F:34])[cH:29][cH:30]2)[N:9]([CH:12]([CH2:13][CH2:14][CH:15]([CH3:16])[CH3:17])[c:18]2[cH:19][cH:20][c:21]([I:24])[cH:22][cH:23]2)[CH2:10][CH2:11]1.[CH3:35][OH:36]>>[CH2:2]([C:3](=[O:4])[OH:5])[CH:6]1[CH2:7][CH:8]([c:25]2[cH:26][cH:27][c:28]([C:31]([F:32])([F:33])[F:34])[cH:29][cH:30]2)[N:9]([CH:12]([CH2:13][CH2:14][CH:15]([CH3:16])[CH3:17])[c:18]2[cH:19][cH:20][c:21]([I:24])[cH:22][cH:23]2)[CH2:10][CH2:11]1. Starting materials: NC1=NC=C(C(=N1)NCCC)C(=O)OCC (ethyl 2-amino-4-(propylamino)pyrimidine-5-carboxylate), N1=CC=CC=C1 (pyridine), ClC(=O)OC1=CC=CC=C1 (phenyl chloroformate), N1=CC=CC=C1 (pyridine), ClC(=O)OC1=CC=CC=C1 (phenyl chloroformate), O (water). Run in CN(C=O)C (N,N-dimethylformamide). Reaction conditions: time 40 minute. The product is O(C1=CC=CC=C1)C(=O)NC1=NC=C(C(=N1)NCCC)C(=O)OCC (ethyl 2 -((phenoxycarbonyl)amino)-4-(propylamino)pyrimidine-5-carboxylate). Reaction SMILES: [NH2:1][C:2]1[N:7]=[C:6]([NH:8][CH2:9][CH2:10][CH3:11])[C:5]([C:12]([O:14][CH2:15][CH3:16])=[O:13])=[CH:4][N:3]=1.N1C=CC=CC=1.O.Cl[C:25]([O:27][C:28]1[CH:33]=[CH:32][CH:31]=[CH:30][CH:29]=1)=[O:26]>CN(C)C=O>[O:27]([C:25]([NH:1][C:2]1[N:7]=[C:6]([NH:8][CH2:9][CH2:10][CH3:11])[C:5]([C:12]([O:14][CH2:15][CH3:16])=[O:13])=[CH:4][N:3]=1)=[O:26])[C:28]1[CH:33]=[CH:32][CH:31]=[CH:30][CH:29]=1. Reported procedure: To a solution of ethyl 2-amino-4-(propylamino)pyrimidine-5-carboxylate (C3, 5.00 g) and pyridine (2.2 mL) in N,N-dimethylformamide (45 mL), phenyl chloroformate (3.1 mL) was added dropwise under ice cooling, and the mixture was stirred at the same temperature for 40 minutes. To the reaction mixture, pyridine (1.0 mL) and phenyl chloroformate (1.5 mL) were added under ice cooling, and the mixture was stirred at the same temperature for 40 minutes. The reaction mixture was poured into water. The s... Reactants: COc1ccc(S(=O)(=O)N2CC3OC(C)(C)OC3C(O)C2C(=O)NOCc2ccccc2)cc1, CO. Product: COc1ccc(S(=O)(=O)N2CC(O)C(O)C(O)C2C(=O)NOCc2ccccc2)cc1. RXN SMILES: [CH2:1]([c:2]1[cH:3][cH:4][cH:5][cH:6][cH:7]1)[O:8][NH:9][C:10](=[O:11])[CH:12]1[CH:13]([OH:34])[CH:14]2[CH:15]([CH2:16][N:17]1[S:18](=[O:19])(=[O:20])[c:21]1[cH:22][cH:23][c:24]([O:27][CH3:28])[cH:25][cH:26]1)[O:29][C:30]([CH3:32])([CH3:33])[O:31]2.[CH3:35][OH:36]>>[CH2:1]([c:2]1[cH:3][cH:4][cH:5][cH:6][cH:7]1)[O:8][NH:9][C:10](=[O:11])[CH:12]1[CH:13]([OH:34])[CH:14]([OH:31])[CH:15]([OH:29])[CH2:16][N:17]1[S:18](=[O:19])(=[O:20])[c:21]1[cH:22][cH:23][c:24]([O:27][CH3:28])[cH:25][cH:26]1. Reported procedure: The desired compound was prepared according to the procedure of Example A20, using N-[6-chloro-2,4,8,22-tetraazatetracyclo[14.3.1.1(3,7).1(9,13)]docosa-1(20),3(22),4,6,9(21),10,12,16,18-nonaen-12-yl]piperidine-4-carboxamide bis(trifluoroacetate) and 4-cyanobenzoyl chloride as starting materials in 20% yield. LCMS for C32H29ClN7O2 (M+H)+: m/z=578.2. As a reaction SMILES: [F:1][C:2]([F:7])([F:6])[C:3]([OH:5])=[O:4].FC(F)(F)C(O)=O.[Cl:15][C:16]1[CH:17]=[N:18][C:19]2[NH:20][C:21]3[CH:22]=[CH:23][CH:24]=[C:25]([CH:46]=3)[CH2:26][CH2:27][C:28]3[CH:36]=[C:32]([NH:33][C:34]=1[N:35]=2)[CH:31]=[CH:30][C:29]=3[NH:37][C:38]([CH:40]1[CH2:45][CH2:44][NH:43][CH2:42][CH2:41]1)=[O:39].[C:47]([C:49]1[CH:57]=[CH:56][C:52]([C:53](Cl)=[O:54])=[CH:51][CH:50]=1)#[N:48]>>[F:1][C:2]([F:7])([F:6])[C:3]([OH:5])=[O:4].[Cl:15][C:16]1[CH:17]=[N:18][C:19]2[NH:20][C:21]3[CH:22]=[CH:23][CH:24]=[C:25]([CH:46]=3)[CH2:26][CH2:27][C:28]3[CH:36]=[C:32]([NH:33][C:34]=1[N:35]=2)[CH:31]=[CH:30][C:29]=3[NH:37][C:38]([CH:40]1[CH2:45][CH2:44][N:43]([C:53](=[O:54])[C:52]2[CH:56]=[CH:57][C:49]([C:47]#[N:48])=[CH:50][CH:51]=2)[CH2:42][CH2:41]1)=[O:39] |f:0.1.2,4.5|. Isolated yield 20.0%. Reactants: FC(C(=O)O)(F)F.FC(C(=O)O)(F)F.ClC=1C=NC=2NC=3C=CC=C(CCC4=C(C=CC(NC1N2)=C4)NC(=O)C4CCNCC4)C3 (N-[6-chloro-2,4,8,22-tetraazatetracyclo[14.3.1.1(3,7).1(9,13)]docosa-1(20),3(22),4,6,9(21),10,12,16,18-nonaen-12-yl]piperidine-4-carboxamide bis(trifluoroacetate)), C(#N)C1=CC=C(C(=O)Cl)C=C1 (4-cyanobenzoyl chloride). The product is FC(C(=O)O)(F)F.ClC=1C=NC=2NC=3C=CC=C(CCC4=C(C=CC(NC1N2)=C4)NC(=O)C4CCN(CC4)C(C4=CC=C(C=C4)C#N)=O)C3 (N-[6-Chloro-2,4,8,22-tetraazatetracyclo[14.3.1.1(3,7).1(9,13)]docosa-1(20), 3(22),4,6,9(21),10,12,16,18-nonaen-12-yl]-1-(4-cyanobenzoyl)piperidine-4-carboxamide trifluoroacetate).